Dataset: the Open Reaction Database (ORD), a public repository of structured organic reaction records. Task: describe an organic reaction: reactants, conditions, products, and yield Starting materials: [OH-].[K+] (potassium hydroxide), BrC1C2=C(C(C3=C(SC=C3)C1OC)=O)C=CC=C2 (9-bromo-9,10-dihydro-10-methoxy-4H-benzo[4,5]cyclohepta[1,2-b]thiophen-4-one). Solvent: CO (methanol). Yields the product COC1=C2C(=CC(C=3C=CSC31)=O)C=CC=C2 (10-Methoxy-4H-benzo[4,5]cyclohepta[1,2]thiophen-4-one). As a reaction SMILES: [OH-].[K+].Br[CH:4]1[CH:13]([O:14][CH3:15])[C:9]2[S:10][CH:11]=[CH:12][C:8]=2[C:7](=[O:16])[C:6]2[CH:17]=[CH:18][CH:19]=[CH:20][C:5]1=2>CO>[CH3:15][O:14][C:13]1[C:9]2[S:10][CH:11]=[CH:12][C:8]=2[C:7](=[O:16])[CH:6]=[C:17]2[CH:18]=[CH:19][CH:20]=[CH:5][C:4]=12 |f:0.1|. Reported procedure: 9 g of potassium hydroxide are added to a solution of 17.5 g of 9-bromo-9,10-dihydro-10-methoxy-4H-benzo[4,5]cyclohepta[1,2-b]thiophen-4-one in 400 cc of methanol, and the solution is boiled at reflux for 6 hours. After cooling to 0°-5°, the precipitated crystalline material is filtered off and recrystallized from methanol. The pure 10-methoxy-4H-benzo[4,5]cyclohepta[1,2-b] thiophen-4-one, having a M.P. of 164°-166°, is obtained in this mannner. Microanalysis agrees with the formula C14H10O2S. T...